This data is from the Open Reaction Database (ORD), a public repository of structured organic reaction records. The task is: describe an organic reaction: reactants, conditions, products, and yield Starting materials: C1CCNCC1, CCO, CSc1nc(NC2CC2)n2ncc(C=O)c2n1, O=C1CNC(=O)N1. Yields the product CSc1nc(NC2CC2)n2ncc(C=C3NC(=O)NC3=O)c2n1. RXN SMILES: [CH2:25]1[CH2:26][CH2:27][NH:28][CH2:29][CH2:30]1.[CH3:31][CH2:32][OH:33].[CH:1]1([NH:4][c:5]2[n:6][c:7]([S:16][CH3:17])[n:8][c:9]3[n:10]2[n:11][cH:12][c:13]3[CH:14]=[O:15])[CH2:2][CH2:3]1.[O:18]=[C:19]1[CH2:20][NH:21][C:22](=[O:23])[NH:24]1>>[CH:1]1([NH:4][c:5]2[n:6][c:7]([S:16][CH3:17])[n:8][c:9]3[n:10]2[n:11][cH:12][c:13]3[CH:14]=[C:20]2[C:19](=[O:18])[NH:24][C:22](=[O:23])[NH:21]2)[CH2:2][CH2:3]1. Reactants: OC(c1ccccc1)c1cccc(F)c1, O=C(OC1CN2CCC1CC2)n1ccnc1. Yields the product O=C(OC(c1ccccc1)c1cccc(F)c1)OC1CN2CCC1CC2. Reaction SMILES: [F:17][c:18]1[cH:19][c:20]([CH:24]([OH:25])[c:26]2[cH:27][cH:28][cH:29][cH:30][cH:31]2)[cH:21][cH:22][cH:23]1.[N:1]12[CH2:2][CH:3]([O:9][C:10](=[O:11])[n:12]3[cH:13][cH:14][n:15][cH:16]3)[CH:4]([CH2:5][CH2:6]1)[CH2:7][CH2:8]2>>[N:1]12[CH2:2][CH:3]([O:9][C:10](=[O:11])[O:25][CH:24]([c:20]3[cH:19][c:18]([F:17])[cH:23][cH:22][cH:21]3)[c:26]3[cH:27][cH:28][cH:29][cH:30][cH:31]3)[CH:4]([CH2:5][CH2:6]1)[CH2:7][CH2:8]2. The reactants are ice water, ClS(=O)(=O)C1=CC=C(C=C1)C1=CC=C(C=C1)C1=CC=C(C=C1)S(=O)(=O)Cl (4,4″-dichlorosulfonyl1,1′:4′,1″-terphenyl), 1-a, Cl (hydrochloric acid), [H-].[Al+3].[Li+].[H-].[H-].[H-] (lithium aluminium hydride), compound G. The solvent is O1CCCC1 (tetrahydrofuran). The product is SC1=CC=C(C=C1)C1=CC=C(C=C1)C1=CC=C(C=C1)S (4,4″-dimercapto-1,1′:4′,1″-terphenyl). Isolated yield 51.0%. Reaction SMILES: Cl[S:2]([C:5]1[CH:10]=[CH:9][C:8]([C:11]2[CH:16]=[CH:15][C:14]([C:17]3[CH:22]=[CH:21][C:20]([S:23](Cl)(=O)=O)=[CH:19][CH:18]=3)=[CH:13][CH:12]=2)=[CH:7][CH:6]=1)(=O)=O.[H-].[Al+3].[Li+].[H-].[H-].[H-].Cl>O1CCCC1>[SH:2][C:5]1[CH:6]=[CH:7][C:8]([C:11]2[CH:16]=[CH:15][C:14]([C:17]3[CH:22]=[CH:21][C:20]([SH:23])=[CH:19][CH:18]=3)=[CH:13][CH:12]=2)=[CH:9][CH:10]=1 |f:1.2.3.4.5.6|. Procedure: 4,4″-dichlorosulfonyl1,1′:4′,1″-terphenyl (8.576 g, 20 mmol) synthesized in process 1-a is dissolved in tetrahydrofuran (THF) solvent (300 ml), add lithium aluminium hydride (8.586 g, 200 mmol, 10 eq.) and refluxed for 3 hours. The obtained reacted mixture is poured into ice water, and adjusted the pH to 1 or less by adding concentrated hydrochloric acid. Deposited impurity is removed by suction filtration, then washed by methylene chloride completely. After that, the filtrate is extracted by ac... Starting materials: BrB(Br)Br, ClCCl, COc1cc(C(=O)N(C)Cc2csc(NC(=O)NCc3cccc(F)c3)n2)c(C)nn1. Yields the product Cc1nnc(O)cc1C(=O)N(C)Cc1csc(NC(=O)NCc2cccc(F)c2)n1. As a reaction SMILES: [B:32]([Br:33])([Br:34])[Br:35].[Cl:36][CH2:37][Cl:38].[F:1][c:2]1[cH:3][c:4]([CH2:5][NH:6][C:7]([NH:8][c:9]2[s:10][cH:11][c:12]([CH2:14][N:15]([C:16](=[O:17])[c:18]3[c:19]([CH3:26])[n:20][n:21][c:22]([O:24][CH3:25])[cH:23]3)[CH3:27])[n:13]2)=[O:28])[cH:29][cH:30][cH:31]1>>[F:1][c:2]1[cH:3][c:4]([CH2:5][NH:6][C:7]([NH:8][c:9]2[s:10][cH:11][c:12]([CH2:14][N:15]([C:16](=[O:17])[c:18]3[c:19]([CH3:26])[n:20][n:21][c:22]([OH:24])[cH:23]3)[CH3:27])[n:13]2)=[O:28])[cH:29][cH:30][cH:31]1.